From a dataset of the Open Reaction Database (ORD), a public repository of structured organic reaction records. describe an organic reaction: reactants, conditions, products, and yield Reactants: Nc1ccccc1Br, CCOc1c(Nc2ccc(C#N)cc2O)c(=O)c1=O, CCOC(C)=O, CS(C)=O. Yields the product N#Cc1ccc(Nc2c(Nc3ccccc3Br)c(=O)c2=O)c(O)c1. RXN SMILES: [Br:20][c:21]1[c:22]([NH2:23])[cH:24][cH:25][cH:26][cH:27]1.[CH2:1]([O:2][c:4]1[c:5](=[O:19])[c:6](=[O:18])[c:7]1[NH:8][c:9]1[c:10]([OH:17])[cH:11][c:12]([C:15]#[N:16])[cH:13][cH:14]1)[CH3:3].[CH2:28]([O:29][C:30](=[O:31])[CH3:32])[CH3:33].[CH3:34][S:35]([CH3:36])=[O:37]>>[c:4]1([NH:23][c:22]2[c:21]([Br:20])[cH:27][cH:26][cH:25][cH:24]2)[c:5](=[O:19])[c:6](=[O:18])[c:7]1[NH:8][c:9]1[c:10]([OH:17])[cH:11][c:12]([C:15]#[N:16])[cH:13][cH:14]1. The product is C(C)(C)(C)OC(=O)N1C(=NC(=C1)C(OCC)OCC)N (2-Amino-4-diethoxymethyl-imidazole-1-carboxylic acid tert-butyl ester). Starting materials: BrCC(C(OCC)OCC)=O (3-bromo-1,1-diethoxy-propan-2-one), C(C)(C)(C)OC(=O)NC(=N)N (N-tert-butoxycarbonylguanidine). RXN SMILES: Br[CH2:2][C:3](=O)[CH:4]([O:8][CH2:9][CH3:10])[O:5][CH2:6][CH3:7].[C:12]([O:16][C:17]([NH:19][C:20]([NH2:22])=[NH:21])=[O:18])([CH3:15])([CH3:14])[CH3:13]>>[C:12]([O:16][C:17]([N:19]1[CH:2]=[C:3]([CH:4]([O:8][CH2:9][CH3:10])[O:5][CH2:6][CH3:7])[N:21]=[C:20]1[NH2:22])=[O:18])([CH3:15])([CH3:13])[CH3:14]. Reported procedure: A mixture of 3-bromo-1,1-diethoxy-propan-2-one (21.3 g, 95 mmol) (Step 179.9) and N-tert-butoxycarbonylguanidine (45.3 g, 284 mmol, 3 equiv) (Step 179.10) was stirred at 50° C. for 8 h. The reaction mixture was concentrated, diluted in EtOAc/H2O and extracted with EtOAc. The organic phase was washed with water and brine, dried (Na2SO4) and concentrated. The residue was purified by silica gel column chromatography (DCM/EtOAc, 3:7) followed by trituration in Et2O to afford 11.3 g of the title comp... Isolated yield 41.7%. Run at temperature 50 celsius, time 8 hour. The reactants are [OH-].[Na+] (sodium hydroxide), C(C1=CC=CC=C1)N1CCC2(CC1)C1=CC=CC=C1SC=1C=CC=CC12 (1'-benzylthioxanthene-9-spiro-4'-piperidine), ClC(=O)OC1=CC=CC=C1 (phenyl chloroformate). Solvent: C(Cl)Cl (methylene chloride), C(Cl)Cl (methylene chloride), C(Cl)Cl (methylene chloride). Conditions: time 18 hour. Yields the product O(C1=CC=CC=C1)C(=O)N1CCC2(CC1)C1=CC=CC=C1SC=1C=CC=CC12 (1'-phenoxycarbonyl-thioxanthene-9-spiro-4'-piperidine). Reaction SMILES: C([N:8]1[CH2:13][CH2:12][C:11]2([C:26]3[CH:25]=[CH:24][CH:23]=[CH:22][C:21]=3[S:20][C:19]3[C:14]2=[CH:15][CH:16]=[CH:17][CH:18]=3)[CH2:10][CH2:9]1)C1C=CC=CC=1.Cl[C:28]([O:30][C:31]1[CH:36]=[CH:35][CH:34]=[CH:33][CH:32]=1)=[O:29].[OH-].[Na+]>C(Cl)Cl>[O:30]([C:28]([N:8]1[CH2:9][CH2:10][C:11]2([C:14]3[CH:15]=[CH:16][CH:17]=[CH:18][C:19]=3[S:20][C:21]3[C:26]2=[CH:25][CH:24]=[CH:23][CH:22]=3)[CH2:12][CH2:13]1)=[O:29])[C:31]1[CH:36]=[CH:35][CH:34]=[CH:33][CH:32]=1 |f:2.3|. Reported procedure: To a stirred solution of 1'-benzylthioxanthene-9-spiro-4'-piperidine (2 g.) in methylene chloride (25 ml.) is added dropwise a solution of phenyl chloroformate (0.88 g.) in methylene chloride (15 ml.) at room temperature during 10 minutes. Stirring is continued for 18 hours, the methylene chloride is shaken with 1.ON sodium hydroxide solution, washed with water and dried (Na2SO4). The solution is filtered, the solvent evaporated and the residual oily product is crystallised from ethanol to give ...